Dataset: the Open Reaction Database (ORD), a public repository of structured organic reaction records. Task: describe an organic reaction: reactants, conditions, products, and yield Reactants: C(C)NC1=NC(=CC=C1[N+](=O)[O-])F (2-(ethylamino)-6-fluoro-3-nitropyridine). The reagents and catalysts are [OH-].[OH-].[Pd+2] (Pd(OH)2/C). Solvent: C1CCOC1 (THF). The product is NC=1C(=NC(=CC1)F)NCC (3-Amino-2-(ethylamino)-6-fluoropyridine). Isolated yield 101.7%. As a reaction SMILES: [CH2:1]([NH:3][C:4]1[C:9]([N+:10]([O-])=O)=[CH:8][CH:7]=[C:6]([F:13])[N:5]=1)[CH3:2]>C1COCC1.[OH-].[OH-].[Pd+2]>[NH2:10][C:9]1[C:4]([NH:3][CH2:1][CH3:2])=[N:5][C:6]([F:13])=[CH:7][CH:8]=1 |f:2.3.4|. Reported procedure: A solution of 2-(ethylamino)-6-fluoro-3-nitropyridine (43.2 g, 230 mmol) in THF (1 L) was stirred overnight at room temperature under hydrogen (1 atm.) in the presence of 20% Pd(OH)2/C (4.35 g). The catalyst was removed by filtration through diatomaceous earth. The filtrate was concentrated under reduced pressure to give the title compound (36.3 g, 95% yield) as a black solid. Starting materials: CC1(OC2=C(C(=CC(=C2)C(C)C(CCCCC)C)O)C2=C1CCN(C2)CC#C)C (5,5-dimethyl-10-hydroxy-8-(3-methyl-2-octyl)-2-(2-propynyl)-1,2,3,4-tetrahydro-5H-[1]benzopyrano[3,4-d]pyridine), Br.S1CCN(CC1)CCCC(=O)O (γ-thiomorpholinobutyric acid hydrobromide), C1(CCCCC1)N=C=NC1CCCCC1 (dicyclohexylcarbodiimide). The product is Br.CC1(OC2=C(C(=CC(=C2)C(C)C(CCCCC)C)OC(CCCN2CCSCC2)=O)C2=C1CCN(C2)CC#C)C (5,5-Dimethyl-8-(3-methyl-2-octyl)-2-(2-propynyl)-1,2,3,4-tetrahydro-10-[4-(thiomorpholino)butyryloxy]-5H -[1]benzopyrano[3,4-d]pyridine hydrobromide). Reaction SMILES: [CH3:1][C:2]1([CH3:29])[C:21]2[CH2:22][CH2:23][N:24]([CH2:26][C:27]#[CH:28])[CH2:25][C:20]=2[C:5]2[C:6]([OH:19])=[CH:7][C:8]([CH:10]([CH:12]([CH3:18])[CH2:13][CH2:14][CH2:15][CH2:16][CH3:17])[CH3:11])=[CH:9][C:4]=2[O:3]1.[BrH:30].[S:31]1[CH2:36][CH2:35][N:34]([CH2:37][CH2:38][CH2:39][C:40](O)=[O:41])[CH2:33][CH2:32]1.C1(N=C=NC2CCCCC2)CCCCC1>>[BrH:30].[CH3:29][C:2]1([CH3:1])[C:21]2[CH2:22][CH2:23][N:24]([CH2:26][C:27]#[CH:28])[CH2:25][C:20]=2[C:5]2[C:6]([O:19][C:40](=[O:41])[CH2:39][CH2:38][CH2:37][N:34]3[CH2:33][CH2:32][S:31][CH2:36][CH2:35]3)=[CH:7][C:8]([CH:10]([CH:12]([CH3:18])[CH2:13][CH2:14][CH2:15][CH2:16][CH3:17])[CH3:11])=[CH:9][C:4]=2[O:3]1 |f:1.2,4.5|. Procedure: Equimolar amounts of 5,5-dimethyl-10-hydroxy-8-(3-methyl-2-octyl)-2-(2-propynyl)-1,2,3,4-tetrahydro-5H-[1]benzopyrano[3,4-d]pyridine, γ-thiomorpholinobutyric acid hydrobromide and dicyclohexylcarbodiimide are reacted to form the desired product. Starting materials: NCCN(CCN)CCN (tris-(2-aminoethyl)-amine), C(C=C)(=O)OC (methyl acrylate). Run in CO (methanol). Conditions: temperature 20 celsius. Yields the product COC(=O)CCN(CCN(CCN(CCC(=O)OC)CCC(=O)OC)CCN(CCC(=O)OC)CCC(=O)OC)CCC(=O)OC (Tris-[N,N-bis-(methoxycarbonylethyl)-2-aminoethyl]-amine). As a reaction SMILES: [NH2:1][CH2:2][CH2:3][N:4]([CH2:8][CH2:9][NH2:10])[CH2:5][CH2:6][NH2:7].[C:11]([O:15][CH3:16])(=[O:14])[CH:12]=[CH2:13]>CO>[CH3:16][O:15][C:11]([CH2:12][CH2:13][N:1]([CH2:13][CH2:12][C:11]([O:15][CH3:16])=[O:14])[CH2:2][CH2:3][N:4]([CH2:8][CH2:9][N:10]([CH2:13][CH2:12][C:11]([O:15][CH3:16])=[O:14])[CH2:13][CH2:12][C:11]([O:15][CH3:16])=[O:14])[CH2:5][CH2:6][N:7]([CH2:13][CH2:12][C:11]([O:15][CH3:16])=[O:14])[CH2:13][CH2:12][C:11]([O:15][CH3:16])=[O:14])=[O:14]. Reported procedure: 14.69 g (0.100 mol) of tris-(2-aminoethyl)-amine, dissolved in 20 ml of methanol, is instilled in 103.3 g (1.20 mol) of methyl acrylate with stirring at 20° C. The batch is stirred under argon atmosphere for 5 days at room temperature and for 2 days at 50° C. Then, it is concentrated by evaporation in a vacuum and excess methyl acrylate is removed by azeotropic distillation with toluene. The residue is taken up in 150 ml of methanol and 30 ml of diethyl ether, absorptively precipitated with 150 ... The reactants are C(\C=C\CCCCCCC)(=O)C1=CN(C2=CC=CC=C12)CCCC(=O)OCC1=CC=C(C=C1)OC ((E)-4-methoxybenzyl 4-[3-(2-decenoyl)-1-indolyl]butyrate), C(\C=C\CCCCCC)(=O)C1=CN(C2=CC=CC=C12)CCCC(=O)OCC1=CC=C(C=C1)OC ((E)-4-methoxybenzyl 4-[3-(2-none-noyl)-1-indolyl]butyrate). Product: C(\C=C\CCCCCCC)(=O)C1=CN(C2=CC=CC=C12)CCCC(=O)O ((E)-4-[3-(2-decenoyl)-1-indolyl]butyric acid). As a reaction SMILES: [C:1]([C:12]1[C:20]2[C:15](=[CH:16][CH:17]=[CH:18][CH:19]=2)[N:14]([CH2:21][CH2:22][CH2:23][C:24]([O:26]CC2C=CC(OC)=CC=2)=[O:25])[CH:13]=1)(=[O:11])/[CH:2]=[CH:3]/[CH2:4][CH2:5][CH2:6][CH2:7][CH2:8][CH2:9][CH3:10].C(C1C2C(=CC=CC=2)N(CCCC(OCC2C=CC(OC)=CC=2)=O)C=1)(=O)/C=C/CCCCCC>>[C:1]([C:12]1[C:20]2[C:15](=[CH:16][CH:17]=[CH:18][CH:19]=2)[N:14]([CH2:21][CH2:22][CH2:23][C:24]([OH:26])=[O:25])[CH:13]=1)(=[O:11])/[CH:2]=[CH:3]/[CH2:4][CH2:5][CH2:6][CH2:7][CH2:8][CH2:9][CH3:10]. Procedure: The procedure of Ex. 45 was repeated except that (E)-4-methoxybenzyl 4-[3-(2-decenoyl)-1-indolyl]butyrate obtained in Ex. 46 was used in place of (E)-4-methoxybenzyl 4-[3-(2-none-noyl)-1-indolyl]butyrate to give (E)-4-[3-(2-decenoyl)-1-indolyl]butyric acid. Starting materials: C(=O)(OCC1=CC=CC=C1)N[C@@H](C)C(=O)N(CC(=O)O)CC1=CC=CC=C1 (N-carbobenzyloxy-L-alanyl-N-benzyl glycine), C(C(=O)C)(=O)O (pyruvic acid). Reagents/catalysts: [Pd] (palladium on carbon). The solvent is C(C)O (ethanol). Conditions: time 4 hour. The product is C(C(=O)C)(=O)O.C(=O)(O)C(C)N[C@@H](C)C(=O)N(CC(=O)O)CC1=CC=CC=C1 (N-(1-Carboxyethyl)-L-Alanyl-N-Benzyl-Glycine Pyruvate). As a reaction SMILES: C([NH:11][C@H:12]([C:14]([N:16]([CH2:21][C:22]1[CH:27]=[CH:26][CH:25]=[CH:24][CH:23]=1)[CH2:17][C:18]([OH:20])=[O:19])=[O:15])[CH3:13])(OCC1C=CC=CC=1)=O.[C:28]([OH:33])(=[O:32])[C:29]([CH3:31])=[O:30]>C(O)C.[Pd]>[C:28]([OH:33])(=[O:32])[C:29]([CH3:31])=[O:30].[C:28]([CH:29]([NH:11][C@H:12]([C:14]([N:16]([CH2:21][C:22]1[CH:23]=[CH:24][CH:25]=[CH:26][CH:27]=1)[CH2:17][C:18]([OH:20])=[O:19])=[O:15])[CH3:13])[CH3:31])([OH:33])=[O:32] |f:4.5|. Procedure details: To a solution of N-carbobenzyloxy-L-alanyl-N-benzyl glycine (5.8 g, 15.6 mmol) and pyruvic acid (3.5 g, 39.1 mmol) in 200 ml absolute ethanol was added 10% palladium on carbon (0.5 g). The mixture was hydrogenated at 50 psi for 4 hours. The solution was filtered and concentrated in vacuo at room temperature. The residue was dissolved in H2O and ethyl acetate. The aqueous layer was washed twice with ethyl acetate and once with ether and lyophilized to provide the crystalline product, m.p. 105°-10... Reactants: COC(C)c1ccc2c(n1)N1C(C)CN(C(=O)OC(C)(C)C)CC1C2, O=C1CCC(=O)N1Cl. The product is COC(C)c1nc2c(cc1Cl)CC1CN(C(=O)OC(C)(C)C)CC(C)N21. RXN SMILES: [C:1]([CH3:2])([CH3:3])([CH3:4])[O:5][C:6](=[O:7])[N:8]1[CH2:9][CH:10]2[CH2:11][c:12]3[cH:13][cH:14][c:15]([CH:22]([CH3:23])[O:24][CH3:25])[n:16][c:17]3[N:18]2[CH:19]([CH3:21])[CH2:20]1.[Cl:26][N:27]1[C:28](=[O:29])[CH2:30][CH2:31][C:32]1=[O:33]>>[C:1]([CH3:2])([CH3:3])([CH3:4])[O:5][C:6](=[O:7])[N:8]1[CH2:9][CH:10]2[CH2:11][c:12]3[cH:13][c:14]([Cl:26])[c:15]([CH:22]([CH3:23])[O:24][CH3:25])[n:16][c:17]3[N:18]2[CH:19]([CH3:21])[CH2:20]1. Starting materials: FC(CO)CCCCCCC=C ((-)-2-fluoro-9-decen-1-ol), [BH4-].[Na+] (sodium borohydride), B#B (diborane), [OH-].[Na+] (sodium hydroxide), O.OO (hydrogen peroxide water), [Cl-].[Na+] (sodium chloride). The solvent is C1CCOC1 (THF), O (water), COCCOCCOC (diglyme). Run at time 30 minute. Product: FC(CO)CCCCCCCCO (2-fluoro-1,10-decanediol). The yield is 76.0%. RXN SMILES: [F:1][CH:2]([CH2:5][CH2:6][CH2:7][CH2:8][CH2:9][CH2:10][CH:11]=[CH2:12])[CH2:3][OH:4].B#B.[BH4-].[Na+].[OH-:17].[Na+].O.OO.[Cl-].[Na+]>C1COCC1.O.COCCOCCOC>[F:1][CH:2]([CH2:5][CH2:6][CH2:7][CH2:8][CH2:9][CH2:10][CH2:11][CH2:12][OH:17])[CH2:3][OH:4] |f:2.3,4.5,6.7,8.9|. Procedure: In 6 ml of dried THF, 585 mg (3.36 mmol) of the substrate (-)-2-fluoro-9-decen-1-ol was dissolved, and the solution was kept ice-cooled. Into the resulting solution, diborane prepared by dropwise adding 0.78 g (5.5 mmol) of a boron trifluoride ether complex to a 6 ml dried diglyme solution of 189 mg (5 mmol) of sodium borohydride was blown (for about 10 minutes). With further stirring at room temperature, the reaction mixture turned into a gel with progress of the reaction. After it was left to ... The reactants are BrC1=CC(=CC=C1)I (1-bromo-3-iodobenzene), C1(=CC=CC=C1)C#C (phenylacetylene), C(C)(C)NC(C)C (diisopropylamine). Reagents/catalysts: C=1C=CC(=CC1)[P](C=2C=CC=CC2)(C=3C=CC=CC3)[Pd]([P](C=4C=CC=CC4)(C=5C=CC=CC5)C=6C=CC=CC6)([P](C=7C=CC=CC7)(C=8C=CC=CC8)C=9C=CC=CC9)[P](C=1C=CC=CC1)(C=1C=CC=CC1)C=1C=CC=CC1 (tetrakis(triphenylphosphine)palladium), [Cu]I (copper(I) iodide). Solvent: C1(=CC=CC=C1)C (toluene). Run at time 8 hour. Yields the product BrC1=CC(=CC=C1)C#CC1=CC=CC=C1 (1-bromo-3-(phenylethynyl)benzene). Reaction SMILES: [Br:1][C:2]1[CH:7]=[CH:6][CH:5]=[C:4](I)[CH:3]=1.[C:9]1([C:15]#[CH:16])[CH:14]=[CH:13][CH:12]=[CH:11][CH:10]=1.C(NC(C)C)(C)C>C1(C)C=CC=CC=1.C1C=CC([P]([Pd]([P](C2C=CC=CC=2)(C2C=CC=CC=2)C2C=CC=CC=2)([P](C2C=CC=CC=2)(C2C=CC=CC=2)C2C=CC=CC=2)[P](C2C=CC=CC=2)(C2C=CC=CC=2)C2C=CC=CC=2)(C2C=CC=CC=2)C2C=CC=CC=2)=CC=1.[Cu]I>[Br:1][C:2]1[CH:7]=[CH:6][CH:5]=[C:4]([C:16]#[C:15][C:9]2[CH:14]=[CH:13][CH:12]=[CH:11][CH:10]=2)[CH:3]=1 |^1:34,36,55,74|. Procedure details: 1-bromo-3-iodobenzene (15.3 g, 54.0 mmol), phenylacetylene (5 g, 49.0 mmol), tetrakis(triphenylphosphine)palladium (2.8 g, 2.4 mmol) and copper(I) iodide (0.46 g, 2.4 mmol) were dissolved in dry toluene and diisopropylamine (35 mL, 196 mmol) under a nitrogen atmosphere. The reaction was stirred at room temperature overnight. The mixture was extracted with ethyl acetate and the organic layer was dried in vacuo to give the title compound as a residue that was used without further purification. Reactants: COC(=O)C1NC2=CC=CC(=C2C1)F (4-fluoroindoline-2(R/S)-carboxylic acid methyl ester), C(C)(C)(C)OC(=O)N[C@H](C(=O)O)CC (N-t-butoxycarbonyl-2(S)-aminobutyric acid), C(C)(C)N=C=NC(C)C (diisopropylcarbodiimide). Run in ClCCl (dichloromethane). Run at time 24 hour. Product: COC(=O)C1N(C2=CC=CC(=C2C1)F)C([C@H](CC)NC(=O)OC(C)(C)C)=O (1-(N-t-Butoxycarbonyl-2(S)-aminobutyryl)-4-fluoroindoline-2(R/S)-carboxylic acid methyl ester). Reaction SMILES: [CH3:1][O:2][C:3]([CH:5]1[CH2:13][C:12]2[C:7](=[CH:8][CH:9]=[CH:10][C:11]=2[F:14])[NH:6]1)=[O:4].[C:15]([O:19][C:20]([NH:22][C@@H:23]([CH2:27][CH3:28])[C:24](O)=[O:25])=[O:21])([CH3:18])([CH3:17])[CH3:16].C(N=C=NC(C)C)(C)C>ClCCl>[CH3:1][O:2][C:3]([CH:5]1[CH2:13][C:12]2[C:7](=[CH:8][CH:9]=[CH:10][C:11]=2[F:14])[N:6]1[C:24](=[O:25])[C@@H:23]([NH:22][C:20]([O:19][C:15]([CH3:18])([CH3:17])[CH3:16])=[O:21])[CH2:27][CH3:28])=[O:4]. Procedure: To a solution of 4-fluoroindoline-2(R/S)-carboxylic acid methyl ester (0.43 g, 2.205 mmol) and N-t-butoxycarbonyl-2(S)-aminobutyric acid (0.47 g, 2.33 mmol) dissolved in dried dichloromethane(10 ml) under nitrogen at 10° C., was added diisopropylcarbodiimide (0.36 ml, 2.33 mmol). The mixture was stirred at room temperature for 24 hours, then filtered. The filtrate was evaporated under vacuum to afford a brown solid which was purified by column chromatography on silica gel using 10:1 dichlorometh...